This data is from the Open Reaction Database (ORD), a public repository of structured organic reaction records. The task is: describe an organic reaction: reactants, conditions, products, and yield The reactants are CCOC1=NC=2C=CC=C(C2N1CC=3C=CC(=CC3)C=4C=CC=CC4C=5N=C(ON5)O)C(=O)O (azilsartan), N1=CNC2=C1C=CC=C2.C(C)OC(=N)C2=C(C=CC=C2)C2=CC=CC=C2 (ethoxycarboimidoyl biphenyl benzimidazole), ( 6 ), C(C)OC(=O)Cl (ethylchloroformate), CC1=NC(=CC=C1)C (2,6-dimethylpyridine). The product is N1=CNC2=C1C=CC=C2.COC(=O)N=C(OCC)C2=C(C=CC=C2)C2=CC=CC=C2 (N-methoxycarbonyl ethoxycarboimidoylbiphenyl benzimidazole), ( 7 ). RXN SMILES: CCO[C:4]1[N:12](CC2C=CC(C3C=CC=CC=3C3N=C(O)ON=3)=CC=2)[C:11]2[C:10](C(O)=O)=[CH:9][CH:8]=[CH:7][C:6]=2[N:5]=1.N1C2C=CC=CC=2NC=1.[CH2:44]([O:46][C:47]([C:49]1[CH:54]=[CH:53][CH:52]=[CH:51][C:50]=1[C:55]1[CH:60]=[CH:59][CH:58]=[CH:57][CH:56]=1)=[NH:48])[CH3:45].[CH2:61]([O:63][C:64](Cl)=[O:65])C.CC1C=CC=C(C)N=1>>[N:5]1[C:6]2[CH:7]=[CH:8][CH:9]=[CH:10][C:11]=2[NH:12][CH:4]=1.[CH3:61][O:63][C:64]([N:48]=[C:47]([C:49]1[CH:54]=[CH:53][CH:52]=[CH:51][C:50]=1[C:55]1[CH:60]=[CH:59][CH:58]=[CH:57][CH:56]=1)[O:46][CH2:44][CH3:45])=[O:65] |f:1.2,5.6|. Reported procedure: According to another method disclosed in U.S. '054 for the preparation of azilsartan (Scheme 2), ethoxycarboimidoyl biphenyl benzimidazole derivative of compound of formula (6) reacts with ethylchloroformate in presence of 2,6-dimethylpyridine as base gives N-methoxycarbonyl ethoxycarboimidoylbiphenyl benzimidazole derivative of compound of formula (7). The resulting N-methoxycarbonyl ethoxycarboimidoyl biphenyl benzimidazole compound of formula (7) can be converted to 1,2,4-oxadiazol derivative... The reactants are BrC1=CC(=C(C=C1)O)C (4-Bromo-2-methyl-phenol), C(=O)([O-])[O-].[Cs+].[Cs+] (Cs2CO3), C(C=C)Br (allyl bromide). The solvent is C1CCOC1 (THF), [NH4+].[Cl-] (NH4Cl). Conditions: time 20 hour. The product is C(C=C)OC1=C(C=C(C=C1)Br)C (1-Allyloxy-4-bromo-2-methyl-benzene). Yield: 45.3%. As a reaction SMILES: [Br:1][C:2]1[CH:7]=[CH:6][C:5]([OH:8])=[C:4]([CH3:9])[CH:3]=1.C([O-])([O-])=O.[Cs+].[Cs+].[CH2:16](Br)[CH:17]=[CH2:18]>C1COCC1.[NH4+].[Cl-]>[CH2:18]([O:8][C:5]1[CH:6]=[CH:7][C:2]([Br:1])=[CH:3][C:4]=1[CH3:9])[CH:17]=[CH2:16] |f:1.2.3,6.7|. Procedure details: To a solution of 4-Bromo-2-methyl-phenol (2.0 g, 10.7 mmol) in THF (100 mL) was added solid Cs2CO3 (3.8 g, 11.7 mmol) and allyl bromide (1.9 mL, 21.4 mmol). The reaction mixture was stirred at room temperature for 20 hours. Upon completion, the solution was diluted with aqueous NH4Cl and extracted twice with ethyl acetate. The combined organic extracts were washed with brine, dried (MgSO4), concentrated in vacuo and purified by column chromatography (0 to 100% ethyl acetate in hexanes) to provid... Procedure details: A proper amount of 10% palladium-carbon was added to 15 ml of a methanol solution containing 0.38 g of 4-[N-acetyl-N-(4-nitrophenyl)amino]-4H-1,2,4-triazole and the mixture was subjected to catalytic reduction in the presence of hydrogen gas at room temperature for about 40 minutes. After completion of reaction, the catalyst was removed by filtration, and the resulting filtrate was concentrated under reduced pressure. The residue was purified by silica gel column chromatography to give 0.33 g of... Reagents/catalysts: [C].[Pd] (palladium-carbon). Starting materials: C(C)(=O)N(C1=CC=C(C=C1)[N+](=O)[O-])N1C=NN=C1 (4-[N-acetyl-N-(4-nitrophenyl)amino]-4H-1,2,4-triazole), [H][H] (hydrogen). The solvent is CO (methanol). Yield: 98.8%. As a reaction SMILES: [C:1]([N:4]([N:14]1[CH:18]=[N:17][N:16]=[CH:15]1)[C:5]1[CH:10]=[CH:9][C:8]([N+:11]([O-])=O)=[CH:7][CH:6]=1)(=[O:3])[CH3:2].[H][H]>[C].[Pd].CO>[C:1]([N:4]([N:14]1[CH:15]=[N:16][N:17]=[CH:18]1)[C:5]1[CH:10]=[CH:9][C:8]([NH2:11])=[CH:7][CH:6]=1)(=[O:3])[CH3:2] |f:2.3|. The product is C(C)(=O)N(C1=CC=C(C=C1)N)N1C=NN=C1 (4-[N-acetyl-N-(4-aminophenyl)amino]-4H-1,2,4-triazole). Reactants: ClC=1C=C(C=CC1O)C(C(=O)O)=O (2-(3-Chloro-4-hydroxyphenyl)glyoxylic acid), Cl.C(C=C)ON (O-allylhydroxylamine hydrochloride), ( 5-2)(a ). Yields the product C(C=C)ON=C(C(=O)O)C1=CC(=C(C=C1)O)Cl (2-allyloxyimino-2-(3-chloro-4-hydroxyphenyl)acetic acid). Isolated yield 98.1%. As a reaction SMILES: [Cl:1][C:2]1[CH:3]=[C:4]([C:9](=O)[C:10]([OH:12])=[O:11])[CH:5]=[CH:6][C:7]=1[OH:8].Cl.[CH2:15]([O:18][NH2:19])[CH:16]=[CH2:17]>>[CH2:15]([O:18][N:19]=[C:9]([C:4]1[CH:5]=[CH:6][C:7]([OH:8])=[C:2]([Cl:1])[CH:3]=1)[C:10]([OH:12])=[O:11])[CH:16]=[CH2:17] |f:1.2|. Reported procedure: 2-(3-Chloro-4-hydroxyphenyl)glyoxylic acid (2 g.) and O-allylhydroxylamine hydrochloride (1.1 g.) were reacted according to a similar manner to that of Preparation (5-2)(a) to give oil of 2-allyloxyimino-2-(3-chloro-4-hydroxyphenyl)acetic acid (syn isomer) (2.5 g.). The reactants are O.OC1=CC=CC=2NN=NC21 (4-hydroxybenztriazole hydrate), C(C)(C)(C)OC(=O)NCCCCCCCC(=O)O (8-(t-butoxycarbonyl)amino-octanoic acid), Cl.CNCCCC (methyl-butyl amine hydrochloride salt), CN1CCOCC1 (N-methylmorpholine), Cl.CN(CCCN=C=NCC)C (1-(3-dimethylaminopropyl)-3-ethyl carbodiimide hydrochloride salt). Run in O (water), ClCCl (dichloromethane). Run at time 4 hour. The product is CN(C(CCCCCCCNC(=O)OC(C)(C)C)=O)CCCC (8-(t-Butoxycarbonyl)amino-octanoic acid methyl-butyl-amide). Reaction SMILES: [C:1]([O:5][C:6]([NH:8][CH2:9][CH2:10][CH2:11][CH2:12][CH2:13][CH2:14][CH2:15][C:16]([OH:18])=O)=[O:7])([CH3:4])([CH3:3])[CH3:2].CN1CCOCC1.Cl.CN(C)CCCN=C=NCC.Cl.[CH3:39][NH:40][CH2:41][CH2:42][CH2:43][CH3:44].O.OC1C2N=NNC=2C=CC=1>ClCCl.O>[CH3:39][N:40]([CH2:41][CH2:42][CH2:43][CH3:44])[C:16](=[O:18])[CH2:15][CH2:14][CH2:13][CH2:12][CH2:11][CH2:10][CH2:9][NH:8][C:6]([O:5][C:1]([CH3:2])([CH3:3])[CH3:4])=[O:7] |f:2.3,4.5,6.7|. Procedure: Combine 8-(t-butoxycarbonyl)amino-octanoic acid (1.28 g, 5 mmol), N-methylmorpholine (1.2 mL, 10 mmol), 1-(3-dimethylaminopropyl)-3-ethyl carbodiimide hydrochloride salt (0.95 g, 5.0 mmol), methyl-butyl amine hydrochloride salt (5.0 mmol), and 4-hydroxybenztriazole hydrate (0.05 g) in dichloromethane (20 mL). After 4 hours, add water and extract with ethyl acetate. Dry the organic layer over MgSO4 and evaporate in vacuo to give the title compound. Starting materials: C[SiH](C)OC1(C=O)CC(C(C)(C)C)CN1C(=O)OC(C)(C)C, CCOC(=O)c1cccc(N)c1. The product is CCOC(=O)c1cccc(NCC2(O[SiH](C)C)CC(C(C)(C)C)CN2C(=O)OC(C)(C)C)c1. Reaction SMILES: [C:1]([CH3:2])([CH3:3])([CH3:4])[O:5][C:6](=[O:7])[N:8]1[C:9]([CH:10]=[O:11])([O:19][SiH:20]([CH3:21])[CH3:22])[CH2:12][CH:13]([C:15]([CH3:16])([CH3:17])[CH3:18])[CH2:14]1.[NH2:23][c:24]1[cH:25][c:26]([C:27](=[O:28])[O:29][CH2:30][CH3:31])[cH:32][cH:33][cH:34]1>>[C:1]([CH3:2])([CH3:3])([CH3:4])[O:5][C:6](=[O:7])[N:8]1[C:9]([CH2:10][NH:23][c:24]2[cH:25][c:26]([C:27](=[O:28])[O:29][CH2:30][CH3:31])[cH:32][cH:33][cH:34]2)([O:19][SiH:20]([CH3:21])[CH3:22])[CH2:12][CH:13]([C:15]([CH3:16])([CH3:17])[CH3:18])[CH2:14]1.